This data is from the Open Reaction Database (ORD), a public repository of structured organic reaction records. The task is: describe an organic reaction: reactants, conditions, products, and yield Reactants: O (H2O), BrC1=CC(=C(N)C=C1F)F (4-bromo-2,5-difluoroaniline), C1(=CC=CC=C1)B(O)O (benzeneboronic acid), C([O-])([O-])=O.[K+].[K+] (potassium carbonate). The reagents and catalysts are C=1C=CC(=CC1)[P](C=2C=CC=CC2)(C=3C=CC=CC3)[Pd]([P](C=4C=CC=CC4)(C=5C=CC=CC5)C=6C=CC=CC6)([P](C=7C=CC=CC7)(C=8C=CC=CC8)C=9C=CC=CC9)[P](C=1C=CC=CC1)(C=1C=CC=CC1)C=1C=CC=CC1 (tetrakis(triphenylphosphine)palladium(0)). The solvent is C(C)O (ethanol), C1(=CC=CC=C1)C (toluene), C1(=CC=CC=C1)C (toluene). Reaction conditions: temperature 100 celsius, time 24 hour. Product: C1(=CC=CC=C1)C1=CC(=C(N)C=C1F)F (4-phenyl-2,5-difluoroaniline). Yield: 107.2%. Reaction SMILES: Br[C:2]1[C:8]([F:9])=[CH:7][C:5]([NH2:6])=[C:4]([F:10])[CH:3]=1.[C:11]1(B(O)O)[CH:16]=[CH:15][CH:14]=[CH:13][CH:12]=1.C(=O)([O-])[O-].[K+].[K+].O>C1(C)C=CC=CC=1.C1C=CC([P]([Pd]([P](C2C=CC=CC=2)(C2C=CC=CC=2)C2C=CC=CC=2)([P](C2C=CC=CC=2)(C2C=CC=CC=2)C2C=CC=CC=2)[P](C2C=CC=CC=2)(C2C=CC=CC=2)C2C=CC=CC=2)(C2C=CC=CC=2)C2C=CC=CC=2)=CC=1.C(O)C>[C:11]1([C:2]2[C:8]([F:9])=[CH:7][C:5]([NH2:6])=[C:4]([F:10])[CH:3]=2)[CH:16]=[CH:15][CH:14]=[CH:13][CH:12]=1 |f:2.3.4,^1:37,39,58,77|. Procedure details: 4-bromo-2,5-difluoroaniline (10 mmol), benzeneboronic acid (12 mmol), tetrakis(triphenylphosphine)palladium(0) (1 mmol) and potassium carbonate (12 g) are put in a two-neck round-bottom flask and dissolved in toluene (30 mL), H2O (10 mL) and ethanol (5 mL). Subsequently, the resulting solution is stirred in a bath under a temperature of about 100° C. for 24 hours. After completion of the reaction, toluene is removed. The reaction mixture is extracted with dichloromethane and water, and then bein...